From a dataset of the Open Reaction Database (ORD), a public repository of structured organic reaction records. describe an organic reaction: reactants, conditions, products, and yield Reactants: formula II, NC=1COC2=C(N1)C=CC=C2 (3-amino-2H-1,4-benzoxazine), C(#CC(=O)OCC)C(=O)OCC (diethyl acetylenedicarboxylate). Run in C(C)O (ethanol). Reaction conditions: time 2 hour. Product: O=C1N=C2COC3=C(N2C(=C1)C(=O)OCC)C=CC=C3 (3-Oxo-5H-pyrimido[2,1-c][1,4]benzoxazine-1-carboxylic Acid, Ethyl Ester). Yield: 43.1%. As a reaction SMILES: [NH2:1][C:2]1[CH2:3][O:4][C:5]2[CH:11]=[CH:10][CH:9]=[CH:8][C:6]=2[N:7]=1.[C:12]([C:19](OCC)=[O:20])#[C:13][C:14]([O:16][CH2:17][CH3:18])=[O:15]>C(O)C>[O:20]=[C:19]1[CH:12]=[C:13]([C:14]([O:16][CH2:17][CH3:18])=[O:15])[N:7]2[C:2]([CH2:3][O:4][C:5]3[CH:11]=[CH:10][CH:9]=[CH:8][C:6]=32)=[N:1]1. Procedure: A solution of the compound of formula II, 3-amino-2H-1,4-benzoxazine(1.75 g, 11.08 mmol, described in Example 3) and diethyl acetylenedicarboxylate (2.2g, 12.9 mmol) dissolved in ethanol (30 ml) was stirred at room temperature for 21/2 hours. The precipitate was collected to give 1.30 g of the title compound as colourless crystals; mp 174°-175° C. (after recrystallization from ethyl acetate-hexane); IR(CHCl3) 1738, 1650 cm-1 ; NMR(CDCl3)δ1.2 (t, J=7Hz, 3H), 4.3(q,J=7Hz, 2H), 4.92 (s, 3H), 6.68 (... Reactants: N(N)C(=O)C=1C=C2C(=C(N(C2=CC1)CC1=CC=CC=C1)C)CC(=O)NN (5-hydrazinocarbonyl-2-methyl-1-(phenylmethyl)-1H-indole-3-acetic acid hydrazide). The reagents and catalysts are [Ni] (Raney nickel). The solvent is CCO (EtOH). The product is NC(=O)C=1C=C2C(=C(N(C2=CC1)CC1=CC=CC=C1)C)CC(=O)N (5-aminocarbonyl-2-methyl-1-(phenylmethyl)-1H-indole-3-acetamide), silica. Isolated yield 50.0%. Reaction SMILES: [NH:1]([C:3]([C:5]1[CH:6]=[C:7]2[C:11](=[CH:12][CH:13]=1)[N:10]([CH2:14][C:15]1[CH:20]=[CH:19][CH:18]=[CH:17][CH:16]=1)[C:9]([CH3:21])=[C:8]2[CH2:22][C:23]([NH:25]N)=[O:24])=[O:4])N>[Ni].CCO>[NH2:1][C:3]([C:5]1[CH:6]=[C:7]2[C:11](=[CH:12][CH:13]=1)[N:10]([CH2:14][C:15]1[CH:20]=[CH:19][CH:18]=[CH:17][CH:16]=1)[C:9]([CH3:21])=[C:8]2[CH2:22][C:23]([NH2:25])=[O:24])=[O:4]. Procedure: Using the method described in Example 3, Part D, 40 mg (0.11 mmol) of 5-hydrazinocarbonyl-2-methyl-1-(phenylmethyl)-1H-indole-3-acetic acid hydrazide was hydrogenolized using approximately 1 g of Raney nickel in 50 mL of EtOH to give after chromatography on silica (gradient, CH2Cl2→8% MeOH/CH2Cl2) 17 mg (50% yield) of 5-aminocarbonyl-2-methyl-1-(phenylmethyl)-1H-indole-3-acetamide.